Task: describe an organic reaction: reactants, conditions, products, and yield. Dataset: the Open Reaction Database (ORD), a public repository of structured organic reaction records Starting materials: COC(=O)c1cccc(O)c1, COc1ccc(CO)cc1OC1CCCC1, C1CCOC1, c1ccc(P(c2ccccc2)c2ccccc2)cc1. Product: COC(=O)c1cccc(OCc2ccc(OC)c(OC3CCCC3)c2)c1. Reaction SMILES: [CH3:36][O:37][C:38]([c:39]1[cH:40][c:41]([OH:45])[cH:42][cH:43][cH:44]1)=[O:46].[CH:1]1([O:6][c:7]2[cH:8][c:9]([CH2:10][OH:11])[cH:12][cH:13][c:14]2[O:15][CH3:16])[CH2:2][CH2:3][CH2:4][CH2:5]1.[O:47]1[CH2:48][CH2:49][CH2:50][CH2:51]1.[c:17]1([P:18]([c:19]2[cH:20][cH:21][cH:22][cH:23][cH:24]2)[c:25]2[cH:26][cH:27][cH:28][cH:29][cH:30]2)[cH:31][cH:32][cH:33][cH:34][cH:35]1>>[CH:1]1([O:6][c:7]2[cH:8][c:9]([CH2:10][O:11][c:41]3[cH:40][c:39]([C:38]([O:37][CH3:36])=[O:46])[cH:44][cH:43][cH:42]3)[cH:12][cH:13][c:14]2[O:15][CH3:16])[CH2:2][CH2:3][CH2:4][CH2:5]1. The reactants are O=C(N=C=S)c1ccccc1, CCOC(=O)c1ccc(N)nc1, C1CCOC1, CC[O-], CCO, [Na+]. Product: CCOC(=O)c1ccc(NC(N)=S)nc1. As a reaction SMILES: [C:13](=[O:14])([c:15]1[cH:16][cH:17][cH:18][cH:19][cH:20]1)[N:21]=[C:22]=[S:23].[CH2:1]([CH3:2])[O:3][C:4]([c:5]1[cH:6][n:7][c:8]([NH2:11])[cH:9][cH:10]1)=[O:12].[CH2:28]1[O:29][CH2:30][CH2:31][CH2:32]1.[CH3:25][CH2:26][O-:27].[CH3:33][CH2:34][OH:35].[Na+:24]>>[CH2:1]([CH3:2])[O:3][C:4]([c:5]1[cH:6][n:7][c:8]([NH:11][C:22]([NH2:21])=[S:23])[cH:9][cH:10]1)=[O:12]. Starting materials: COC(=O)C1CC(C(C1)OC)C#N ((1SR,3RS,4SR)-3-cyano-4-methoxy-cyclopentanecarboxylic acid methyl ester), C(C)O.C(Cl)(Cl)Cl (ethanol chloroform). The reagents and catalysts are O=[Pt]=O (PtO2). Run at time 8 hour. Product: Cl.COC(=O)C1CC(C(C1)OC)CN ((1SR,3RS,4SR)-3-aminomethyl-4-methoxy-cyclopentanecarboxylic acid methyl ester hydrochloride). As a reaction SMILES: [CH3:1][O:2][C:3]([CH:5]1[CH2:9][CH:8]([O:10][CH3:11])[CH:7]([C:12]#[N:13])[CH2:6]1)=[O:4].C(O)C.C(Cl)(Cl)[Cl:18]>O=[Pt]=O>[ClH:18].[CH3:1][O:2][C:3]([CH:5]1[CH2:9][CH:8]([O:10][CH3:11])[CH:7]([CH2:12][NH2:13])[CH2:6]1)=[O:4] |f:1.2,4.5|. Procedure details: To a stirred solution of (1SR,3RS,4SR)-3-cyano-4-methoxy-cyclopentanecarboxylic acid methyl ester (595 mg) in ethanol/chloroform 5:1 (6 ml) was added PtO2 (60 mg). The reaction mixture was hydrogenated overnight. The catalyst was filtered off and washed with MeOH. The filtrate was concentrated to give (1SR,3RS,4SR)-3-aminomethyl-4-methoxy-cyclopentanecarboxylic acid methyl ester hydrochloride (704 mg) as white amorphous semisolid. MS 188.3 ([M+H]+). Starting materials: BrB(Br)Br, COc1ccc2oc(-c3nc(C(C)(C)C)cs3)cc2c1, O=C([O-])O, ClCCl, [Na+]. Product: CC(C)(C)c1csc(-c2cc3cc(O)ccc3o2)n1. Reaction SMILES: [B:21]([Br:22])([Br:23])[Br:24].[C:1]([CH3:2])([CH3:3])([CH3:4])[c:5]1[n:6][c:7](-[c:10]2[o:11][c:12]3[c:13]([cH:14]2)[cH:15][c:16]([O:19][CH3:20])[cH:17][cH:18]3)[s:8][cH:9]1.[C:25](=[O:26])([O-:27])[OH:28].[Cl:30][CH2:31][Cl:32].[Na+:29]>>[C:1]([CH3:2])([CH3:3])([CH3:4])[c:5]1[n:6][c:7](-[c:10]2[o:11][c:12]3[c:13]([cH:14]2)[cH:15][c:16]([OH:19])[cH:17][cH:18]3)[s:8][cH:9]1. The reactants are OCC(=O)[C@@H](O)[C@H](O)[C@H](O)CO (fructose), OCC1(OC)[C@@H](O)[C@H](O)[C@H](O1)CO (methyl fructofuranoside), COC(C1=CC=CC=C1)OC (benzaldehyde dimethylacetal), S(O)(O)(=O)=O (sulfuric acid), benzylidene, methyl α,β-fructofuranosides, product. Run in CO (methanol). Yields the product C1(=CC=C(C=C1)S(=O)(=O)O)C (p-toluenesulfonic acid), methyl 1,3-O-benzylidene-α-D-fructofuranoside. As a reaction SMILES: OCC([C@H]([C@@H]([C@@H](CO)O)O)O)=O.OCC1(O[C@H](CO)[C@@H](O)[C@@H]1O)OC.[S:26](=[O:30])(=O)([OH:28])[OH:27].CO[CH:33](OC)[C:34]1[CH:39]=[CH:38][CH:37]=[CH:36][CH:35]=1>CO>[C:34]1([CH3:33])[CH:39]=[CH:38][C:37]([S:26]([OH:28])(=[O:30])=[O:27])=[CH:36][CH:35]=1. Procedure details: In step one, fructose is converted to methyl fructofuranoside by reaction in methanol using sulfuric acid as the catalyst; this reaction yields an anomeric mixture of methyl α,β-fructofuranosides. In step two, the 1- and 3-hydroxyl groups of the product of step one are protected by conversion to a benzylidene derivative. For example, reaction of the described anomeric mixture of methyl α,β-fructofuransides with benzaldehyde dimethylacetal and a proton source such as p-toluenesulfonic acid, yield... The reactants are CCN(C(C)C)C(C)C, Clc1cccnc1Cl, CC(C)(C)OC(=O)N1CCNCC1, CN(C)C=O. Product: CC(C)(C)OC(=O)N1CCN(c2ncccc2Cl)CC1. RXN SMILES: [CH:22]([N:23]([CH:24]([CH3:25])[CH3:26])[CH2:27][CH3:28])([CH3:29])[CH3:30].[Cl:14][c:15]1[n:16][cH:17][cH:18][cH:19][c:20]1[Cl:21].[N:1]1([C:7](=[O:8])[O:9][C:10]([CH3:11])([CH3:12])[CH3:13])[CH2:2][CH2:3][NH:4][CH2:5][CH2:6]1.[O:31]=[CH:32][N:33]([CH3:34])[CH3:35]>>[N:1]1([C:7](=[O:8])[O:9][C:10]([CH3:11])([CH3:12])[CH3:13])[CH2:2][CH2:3][N:4]([c:15]2[n:16][cH:17][cH:18][cH:19][c:20]2[Cl:21])[CH2:5][CH2:6]1.